This data is from the Open Reaction Database (ORD), a public repository of structured organic reaction records. The task is: describe an organic reaction: reactants, conditions, products, and yield Starting materials: [OH-].[K+] (potassium hydroxide), BrC1=CC=C2C=NNC2=C1 (6-Bromoindazole), CI (methyl iodide). Run in C(C)OCC (diethyl ether), CO (methanol). Product: BrC1=CC=C2C=NN(C2=C1)C (6-bromo-1-methylindazole). As a reaction SMILES: [Br:1][C:2]1[CH:10]=[C:9]2[C:5]([CH:6]=[N:7][NH:8]2)=[CH:4][CH:3]=1.[OH-].[K+].[CH3:13]I>CO.C(OCC)C>[Br:1][C:2]1[CH:10]=[C:9]2[C:5]([CH:6]=[N:7][N:8]2[CH3:13])=[CH:4][CH:3]=1 |f:1.2|. Reported procedure: 6-Bromoindazole (400 mg) was dissolved in methanol (10 mL). To this solution, potassium hydroxide (450 mg) was added followed by methyl iodide (0.50 mL) and the mixture was refluxed for 2.5 h. The reaction was cooled, diluted with diethyl ether, washed with water, brine, dried and concentrated. The product 6-bromo-1-methylindazole (160 mg) was separated from its isomer by Combiflash.